From a dataset of the Open Reaction Database (ORD), a public repository of structured organic reaction records. describe an organic reaction: reactants, conditions, products, and yield The reactants are C(C)OCC (ethyl ether), C1(CCCC1)Br (cyclopentyl bromide), C([O-])([O-])=O.[K+].[K+] (potassium carbonate), C1(CCCC1)Br (Cyclopentyl bromide), C1(=CC=CC=C1)O (phenol), C([O-])([O-])=O.[K+].[K+] (potassium carbonate). Run in CCCCCC (hexane), C(C)#N (acetonitrile). Reaction conditions: time 2 hour. The product is C1(CCCC1)OC=1C=C(C=CC1OC)Br (3-Cyclopentyloxy-4-methoxybromobenzene). The yield is 98.0%. As a reaction SMILES: [CH:1]1([Br:6])[CH2:5]C[CH2:3][CH2:2]1.[C:7]1(O)[CH:12]=CC=C[CH:8]=1.[C:14](=[O:17])([O-])[O-].[K+].[K+].[CH2:20]([O:22][CH2:23][CH3:24])[CH3:21]>C(#N)C.CCCCCC>[CH:20]1([O:22][C:23]2[CH:5]=[C:1]([Br:6])[CH:2]=[CH:3][C:24]=2[O:17][CH3:14])[CH2:12][CH2:7][CH2:8][CH2:21]1 |f:2.3.4|. Reported procedure: Cyclopentyl bromide (37 mL, 0.345 mol) was added to a slurry of the phenol (50 g, 0.246 mol) and potassium carbonate (17 g, 0.123 mol) in acetonitrile (500 mL) at reflux temperature. After two hours, cyclopentyl bromide (13.2 mL, 0.123 mol) and potassium carbonate (8.5 g, 0.062 mol) were added to complete the reaction (1 hour). Reaction progress was monitored by TLC (50% ethyl ether in hexane). The suspension was filtered. The filtered material was washed with ethyl acetate (2×100 mL). The filtr...